This data is from the Open Reaction Database (ORD), a public repository of structured organic reaction records. The task is: describe an organic reaction: reactants, conditions, products, and yield Yields the product c1nc(Nc2ccc3[nH]ccc3c2)c2sc(-c3ccsc3)cc2n1. The reactants are Brc1cc2ncnc(Nc3ccc4[nH]ccc4c3)c2s1, CS(C)=O, OB(O)c1ccsc1. As a reaction SMILES: [Br:9][c:10]1[cH:11][c:12]2[n:13][cH:14][n:15][c:16]([NH:19][c:20]3[cH:21][c:22]4[cH:23][cH:24][nH:25][c:26]4[cH:27][cH:28]3)[c:17]2[s:18]1.[CH3:29][S:30]([CH3:31])=[O:32].[s:1]1[cH:2][c:3]([B:6]([OH:7])[OH:8])[cH:4][cH:5]1>>[s:1]1[cH:2][c:3](-[c:10]2[cH:11][c:12]3[n:13][cH:14][n:15][c:16]([NH:19][c:20]4[cH:21][c:22]5[cH:23][cH:24][nH:25][c:26]5[cH:27][cH:28]4)[c:17]3[s:18]2)[cH:4][cH:5]1. Starting materials: BrC=1C=NC(=NC1)N1C[C@H](OCC1)CN1N=NC=2C1=NC(=CN2)C=2C=C(C#N)C=CC2 ((S)-3-(1-((4-(5-bromopyrimidin-2-yl)morpholine-2-yl)methyl)-1H-[1,2,3]triazolo[4,5-b]pyrazin-6-yl)benzonitrile), CN1CCN(CC1)CC1=CC=C(C=C1)B1OC(C(O1)(C)C)(C)C (1-methyl-4-(4-(4,4,5,5-tetramethyl-1,3,2-dioxaborolane-2-yl)benzyl)piperazine), C(=O)([O-])[O-].[Cs+].[Cs+] (Cs2CO3). The reagents and catalysts are C1=CC=C(C=C1)P([C-]2C=CC=C2)C3=CC=CC=C3.C1=CC=C(C=C1)P([C-]2C=CC=C2)C3=CC=CC=C3.Cl[Pd]Cl.[Fe+2] (Pd(dppf)2Cl2). Run in O1CCOCC1 (dioxane), O (H2O). Conditions: temperature 80 celsius. Product: CN1CCN(CC1)CC1=CC=C(C=C1)C=1C=NC(=NC1)N1C[C@H](OCC1)CN1N=NC=2C1=NC(=CN2)C=2C=C(C#N)C=CC2 ((S)-3-(1-((4-(5-(4-((4-methylpiperazin-1-yl)methyl)phenyl)pyrimidin-2-yl)morpholine-2-yl)methyl)-1H-[1,2,3]triazolo[4,5-b]pyrazin-6-yl)benzonitrile). The yield is 32.7%. RXN SMILES: Br[C:2]1[CH:3]=[N:4][C:5]([N:8]2[CH2:13][CH2:12][O:11][C@H:10]([CH2:14][N:15]3[C:19]4=[N:20][C:21]([C:24]5[CH:25]=[C:26]([CH:29]=[CH:30][CH:31]=5)[C:27]#[N:28])=[CH:22][N:23]=[C:18]4[N:17]=[N:16]3)[CH2:9]2)=[N:6][CH:7]=1.[CH3:32][N:33]1[CH2:38][CH2:37][N:36]([CH2:39][C:40]2[CH:45]=[CH:44][C:43](B3OC(C)(C)C(C)(C)O3)=[CH:42][CH:41]=2)[CH2:35][CH2:34]1.C([O-])([O-])=O.[Cs+].[Cs+]>O1CCOCC1.O.C1C=CC(P(C2C=CC=CC=2)[C-]2C=CC=C2)=CC=1.C1C=CC(P(C2C=CC=CC=2)[C-]2C=CC=C2)=CC=1.Cl[Pd]Cl.[Fe+2]>[CH3:32][N:33]1[CH2:38][CH2:37][N:36]([CH2:39][C:40]2[CH:45]=[CH:44][C:43]([C:2]3[CH:3]=[N:4][C:5]([N:8]4[CH2:13][CH2:12][O:11][C@H:10]([CH2:14][N:15]5[C:19]6=[N:20][C:21]([C:24]7[CH:25]=[C:26]([CH:29]=[CH:30][CH:31]=7)[C:27]#[N:28])=[CH:22][N:23]=[C:18]6[N:17]=[N:16]5)[CH2:9]4)=[N:6][CH:7]=3)=[CH:42][CH:41]=2)[CH2:35][CH2:34]1 |f:2.3.4,7.8.9.10|. Procedure: (S)-3-(1-((4-(5-bromopyrimidin-2-yl)morpholine-2-yl)methyl)-1H-[1,2,3]triazolo[4,5-b]pyrazin-6-yl)benzonitrile (30 mg, 0.063 mmol), 1-methyl-4-(4-(4,4,5,5-tetramethyl-1,3,2-dioxaborolane-2-yl)benzyl)piperazine (24 mg, 0.094 mmol), Pd(dppf)2Cl2 (2 mg, 0.003 mmol), and Cs2CO3(62 mg, 0.18 mmol) were dissolved in dioxane (4 ml)+H2O (1 ml), and then degassed with N2 (gas), followed by stirring at 80° C. for hours. After the completion of the reaction, the reaction mixture was extracted with H2O, EA, ... Starting materials: C, Cc1nc(C)n2c1CN(CCC1CCN(Cc3ccccc3)CC1)C2=O, CO, O=C[O-], [NH4+], [Pd]. Yields the product Cc1nc(C)n2c1CN(CCC1CCNCC1)C2=O. RXN SMILES: [C:31].[CH2:1]([c:2]1[cH:3][cH:4][cH:5][cH:6][cH:7]1)[N:8]1[CH2:9][CH2:10][CH:11]([CH2:14][CH2:15][N:16]2[C:17](=[O:26])[n:18]3[c:19]([c:21]([CH3:25])[n:22][c:23]3[CH3:24])[CH2:20]2)[CH2:12][CH2:13]1.[CH3:33][OH:34].[CH:27]([O-:28])=[O:29].[NH4+:30].[Pd:32]>>[NH:8]1[CH2:9][CH2:10][CH:11]([CH2:14][CH2:15][N:16]2[C:17](=[O:26])[n:18]3[c:19]([c:21]([CH3:25])[n:22][c:23]3[CH3:24])[CH2:20]2)[CH2:12][CH2:13]1. The reactants are C(C)(C)(C)OC(NC1=C(C=C(C(=C1)C)C(F)(F)F)NC(CC(=O)C1=CC(=CC=C1)C=1C(=NC=CC1)CC)=O)=O ((2-{3-[3-(2-ethyl-pyridin-3-yl)-phenyl]-3-oxo-propionylamino}-5-methyl-4-trifluoromethyl-phenyl)-carbamic acid tert-butyl ester), C(=O)(C(F)(F)F)O (TFA). The solvent is C(Cl)Cl (CH2Cl2). Yields the product C(C)C1=NC=CC=C1C=1C=C(C=CC1)C1=NC2=C(NC(C1)=O)C=C(C(=C2)C)C(F)(F)F (4-[3-(2-Ethyl-pyridin-3-yl)-phenyl]-7-methyl-8-trifluoromethyl-1,3-dihydro-benzo[b][1,4]diazepin-2-one), solid. Isolated yield 77.0%. RXN SMILES: C(OC(=O)[NH:7][C:8]1[CH:13]=[C:12]([CH3:14])[C:11]([C:15]([F:18])([F:17])[F:16])=[CH:10][C:9]=1[NH:19][C:20](=[O:38])[CH2:21][C:22]([C:24]1[CH:29]=[CH:28][CH:27]=[C:26]([C:30]2[C:31]([CH2:36][CH3:37])=[N:32][CH:33]=[CH:34][CH:35]=2)[CH:25]=1)=O)(C)(C)C.C(O)(C(F)(F)F)=O>C(Cl)Cl>[CH2:36]([C:31]1[C:30]([C:26]2[CH:25]=[C:24]([C:22]3[CH2:21][C:20](=[O:38])[NH:19][C:9]4[CH:10]=[C:11]([C:15]([F:17])([F:16])[F:18])[C:12]([CH3:14])=[CH:13][C:8]=4[N:7]=3)[CH:29]=[CH:28][CH:27]=2)=[CH:35][CH:34]=[CH:33][N:32]=1)[CH3:37]. Procedure details: The title compound was prepared from (2-{3-[3-(2-ethyl-pyridin-3-yl)-phenyl]-3-oxo-propionylamino}-5-methyl-4-trifluoromethyl-phenyl)-carbamic acid tert-butyl ester (Example M214) (312 mg, 0.58 mmol) by treatment with TFA in CH2Cl2 according to the general procedure N. Obtained as a white solid (190 mg, 77%). Reactants: OC[C@H](C(CC)C)N ((1S)-1-(Hydroxymethyl)-2-methylbutylamine), (1S)-1-(chloromethyl)-2-methylbutanammonium chloride, COC(=O)C1=CC(=C(C=C1)N=C=S)C (4-Methoxycarbonyl-2-methylphenyl isothiocyanate), (1S)-1-(chloromethyl)-2-methylbutanammonium chloride, COC([C@@H](N)[C@@H](C)CC)=O ((L)-isoleucine methyl ester), OCCN (2-hydroxyethylamine). Yields the product COC(=O)C1=CC(=C(C=C1)N=C1SC[C@@H](N1)C(C)CC)C ((4S)-2-(4-methoxycarbonyl-2-methylphenylimino)-4-(2-butyl)-1,3-thiazolidine). As a reaction SMILES: O[CH2:2][C@@H:3]([NH2:8])[CH:4]([CH3:7])[CH2:5][CH3:6].COC(=O)[C@H]([C@H](CC)C)N.OCCN.[CH3:23][O:24][C:25]([C:27]1[CH:32]=[CH:31][C:30]([N:33]=[C:34]=[S:35])=[C:29]([CH3:36])[CH:28]=1)=[O:26]>>[CH3:23][O:24][C:25]([C:27]1[CH:32]=[CH:31][C:30]([N:33]=[C:34]2[NH:8][C@@H:3]([CH:4]([CH2:5][CH3:6])[CH3:7])[CH2:2][S:35]2)=[C:29]([CH3:36])[CH:28]=1)=[O:26]. Procedure details: (1S)-1-(Hydroxymethyl)-2-methylbutylamine was made from (L)-isoleucine methyl ester as described in Method B1b. The 2-hydroxyethylamine was converted to (1S)-1-(chloromethyl)-2-methylbutanammonium chloride as described in Method B7a. 4-Methoxycarbonyl-2-methylphenyl isothiocyanate was reacted with (1S)-1-(chloromethyl)-2-methylbutanammonium chloride to Method C1a to give (4S)-2-(4-methoxycarbonyl-2-methylphenylimino)-4-(2-butyl)-1,3-thiazolidine. The thiazolidine was reacted with isobutyl bromid... Reactants: ClCCl (dichloromethane), FC1=C(C(=O)C=2C=C(NC2)C(=O)O)C(=CC(=C1)F)F (4-(2,4,6-trifluorobenzoyl)-1H-pyrrole-2-carboxylic acid), FC1=C(C(=O)C=2C=C(NC2)C(=O)O)C(=CC(=C1)F)F (4-(2,4,6-trifluorobenzoyl)-1H-pyrrole-2-carboxylic acid), [N+](=[N-])=C (diazomethane). Solvent: C(C)OCC (diethyl ether). Reaction conditions: time 3 hour. The product is FC1=C(C(=O)C=2C=C(NC2)C(=O)OC)C(=CC(=C1)F)F (methyl 4-(2,4,6-trifluorobenzoyl)-1H-pyrrole-2-carboxylate). As a reaction SMILES: ClCCl.[F:4][C:5]1[CH:20]=[C:19]([F:21])[CH:18]=[C:17]([F:22])[C:6]=1[C:7]([C:9]1[CH:10]=[C:11]([C:14]([OH:16])=[O:15])[NH:12][CH:13]=1)=[O:8].[N+](=[CH2:25])=[N-]>C(OCC)C>[F:4][C:5]1[CH:20]=[C:19]([F:21])[CH:18]=[C:17]([F:22])[C:6]=1[C:7]([C:9]1[CH:10]=[C:11]([C:14]([O:16][CH3:25])=[O:15])[NH:12][CH:13]=1)=[O:8]. Procedure details: To a dichloromethane 70 mL suspension of 4-(2,4,6-trifluorobenzoyl)-1H-pyrrole-2-carboxylic acid (Intermediate 1) (3 g, 11.2 mmol) was added diazomethane solution in diethyl ether upon cooling in an ice-water bath. After stirring for 3 hr, the reaction mixture was concentrated and chromatographed on silica gel eluting with a gradient solvent mixture of AcOEt and hexanes to give the title compound (2.74 g). Starting materials: BrCc1ccccc1, O=C([O-])[O-], [K+], [K+], CN(C)C=O, CC(=O)c1ccc(O)cc1O. The product is CC(=O)c1ccc(OCc2ccccc2)cc1O. RXN SMILES: [Br:7][CH2:8][c:9]1[cH:10][cH:11][cH:12][cH:13][cH:14]1.[C:1](=[O:2])([O-:3])[O-:4].[K+:5].[K+:6].[O:26]=[CH:27][N:28]([CH3:29])[CH3:30].[OH:15][c:16]1[c:17]([C:23]([CH3:24])=[O:25])[cH:18][cH:19][c:20]([OH:22])[cH:21]1>>[CH2:8]([c:9]1[cH:10][cH:11][cH:12][cH:13][cH:14]1)[O:22][c:20]1[cH:19][cH:18][c:17]([C:23]([CH3:24])=[O:25])[c:16]([OH:15])[cH:21]1.